Dataset: the Open Reaction Database (ORD), a public repository of structured organic reaction records. Task: describe an organic reaction: reactants, conditions, products, and yield The reactants are CN(CCOC1=NC=C(C=C1)[N+](=O)[O-])C (N,N-dimethyl-2-[(5-nitro-2-pyridinyl)oxy]-ethanamine), S(=O)(=O)(OC)OC (dimethyl sulfate). Run in C(C)(=O)OCC (ethyl acetate). Product: COS(=O)(=O)[O-].C[N+](CCOC1=NC=C(C=C1)[N+](=O)[O-])(C)C (N,N,N-trimethyl-2-[(5-nitro-2-pyridinyl)oxy]-ethanaminium methylsulfate). RXN SMILES: [CH3:1][N:2]([CH3:15])[CH2:3][CH2:4][O:5][C:6]1[CH:11]=[CH:10][C:9]([N+:12]([O-:14])=[O:13])=[CH:8][N:7]=1.[S:16]([O:21]C)([O:19][CH3:20])(=[O:18])=[O:17]>C(OCC)(=O)C>[CH3:20][O:19][S:16]([O-:21])(=[O:18])=[O:17].[CH3:1][N+:2]([CH3:20])([CH3:15])[CH2:3][CH2:4][O:5][C:6]1[CH:11]=[CH:10][C:9]([N+:12]([O-:14])=[O:13])=[CH:8][N:7]=1 |f:3.4|. Procedure: 4.4 g (21 mol) of the compound from Step 12.1 was dissolved in 50 mL of ethyl acetate and to the resulting mixture was added 2.65 g (21 mmol) of dimethyl sulfate over a period of 5 min with agitation. A precipitate was formed as a result of a slightly exothermic reaction. The mixture was allowed to agitate for an additional hour after which it was suction-filtered. The filter cake was then washed with ethyl acetate and dried at 40° C. under vacuum which gave 6.5 g (92% of the theoretical) of col... Reactants: C1=NC2=C(N1COCCO)N=C(N=C2O)N (Acyclovir), N1=CC=CC=C1 (pyridine), C1=NC2=C(N1COCCO)N=C(N=C2O)N (ACV), acid chloride. Yields the product CCCCC/C=C\C/C=C\C/C=C\CCCCC(=O)OCCOCN1C=NC2=C1NC(=NC2=O)N (O-GLA-ACV). Reaction SMILES: [CH:1]1[N:5]([CH2:6][O:7][CH2:8][CH2:9][OH:10])[C:4]2[N:11]=[C:12]([NH2:16])[N:13]=[C:14]([OH:15])[C:3]=2[N:2]=1.N1[CH:22]=[CH:21][CH:20]=[CH:19][CH:18]=1>>[CH3:18][CH2:19][CH2:20][CH2:21][CH2:22]/[CH:22]=[CH:21]\[CH2:20]/[CH:19]=[CH:18]\[CH2:22]/[CH:21]=[CH:20]\[CH2:19][CH2:18][CH2:4][CH2:3][C:14]([O:10][CH2:9][CH2:8][O:7][CH2:6][N:5]1[C:4]2[NH:11][C:12]([NH2:16])=[N:13][C:14](=[O:15])[C:3]=2[N:2]=[CH:1]1)=[O:15]. Procedure: Acyclovir (ACV, 0.5 g, 2.22 mmol, used as a dry white powder) was suspended in anhydrous pyridine (10 ml) and to the mixture stirred under dry nitrogen was added GLA acid chloride (0.788 g, 2.664 mmol). The reaction mixture was stirred overnight at room temperature after which period TLC indicated conversion to the required product. The pyridine was removed in vacuo and the residual syrup was dissolved in chloroform. This was introduced into a column of silica gel (30 g) pre-equilibrated in chlo... Starting materials: C[Mg+].[Br-] (MeMgBr), ketone, C(C)(=O)C=1N=C(SC1)C1=C(CN2C(O[C@@H]([C@@H]2C)C2=CC(=CC(=C2)C(F)(F)F)C(F)(F)F)=O)C=C(C=C1)C(F)(F)F ((4S,5R)-3-[2-(4-acetyl-1,3-thiazol-2-yl)-5-(trifluoromethyl)benzyl]-5-[3,5-bis(trifluoromethyl)phenyl]-4-methyl-1,3-oxazolidin-2-one), C[Mg+].[Br-] (MeMgBr), solution. Run in THF heptanes, CCOCC (Et2O). Product: FC(C=1C=C(C=C(C1)C(F)(F)F)[C@@H]1[C@@H](N(C(O1)=O)CC1=C(C=CC(=C1)C(F)(F)F)C=1SC=C(N1)C(C)(C)O)C)(F)F ((4S,5R)-5-[3,5-bis(trifluoromethyl)phenyl]-3-[2-[4-(1-hydroxy-1-methylethyl)-1,3-thiazol-2-yl]-5-(trifluoromethyl)benzyl]-4-methyl-1,3-oxazolidin-2-one). Reaction SMILES: [C:1]([C:4]1[N:5]=[C:6]([C:9]2[CH:36]=[CH:35][C:34]([C:37]([F:40])([F:39])[F:38])=[CH:33][C:10]=2[CH2:11][N:12]2[C@@H:16]([CH3:17])[C@@H:15]([C:18]3[CH:23]=[C:22]([C:24]([F:27])([F:26])[F:25])[CH:21]=[C:20]([C:28]([F:31])([F:30])[F:29])[CH:19]=3)[O:14][C:13]2=[O:32])[S:7][CH:8]=1)(=[O:3])[CH3:2].[CH3:41][Mg+].[Br-]>CCOCC>[F:31][C:28]([F:29])([F:30])[C:20]1[CH:19]=[C:18]([C@H:15]2[O:14][C:13](=[O:32])[N:12]([CH2:11][C:10]3[CH:33]=[C:34]([C:37]([F:40])([F:39])[F:38])[CH:35]=[CH:36][C:9]=3[C:6]3[S:7][CH:8]=[C:4]([C:1]([OH:3])([CH3:41])[CH3:2])[N:5]=3)[C@H:16]2[CH3:17])[CH:23]=[C:22]([C:24]([F:27])([F:26])[F:25])[CH:21]=1 |f:1.2|. Reported procedure: To a −40° C. solution of (4S,5R)-3-[2-(4-acetyl-1,3-thiazol-2-yl)-5-(trifluoromethyl)benzyl]-5-[3,5-bis(trifluoromethyl)phenyl]-4-methyl-1,3-oxazolidin-2-one (Example 135) (38.1 mg, 0.064 mmol) in THF/heptanes (1:1, 8 mL) was added MeMgBr (21 μL of a 3M solution in Et2O, 0.07 mmol). The temperature was maintained between −40° C. and −20° C. and the reaction was monitored closely by TLC; additional MeMgBr was added dropwise until nearly all starting ketone was consumed. At this point, the reactio... Reactants: Cc1ccc(C)c(C2CC(=O)c3c(C)ccnc3C2)c1, CCO, Cl, Cl, N=C(N)NN. Yields the product Cc1ccc(C)c(C2CC(=NNC(=N)N)c3c(C)ccnc3C2)c1, Cl. As a reaction SMILES: [CH3:1][c:2]1[c:3]([CH:9]2[CH2:10][C:11](=[O:20])[c:12]3[c:13]([CH3:19])[cH:14][cH:15][n:16][c:17]3[CH2:18]2)[cH:4][c:5]([CH3:8])[cH:6][cH:7]1.[CH3:28][CH2:29][OH:30].[ClH:21].[ClH:27].[NH2:22][NH:23][C:24](=[NH:25])[NH2:26]>>[CH3:1][c:2]1[c:3]([CH:9]2[CH2:10][C:11](=[N:22][NH:23][C:24](=[NH:25])[NH2:26])[c:12]3[c:13]([CH3:19])[cH:14][cH:15][n:16][c:17]3[CH2:18]2)[cH:4][c:5]([CH3:8])[cH:6][cH:7]1.[ClH:21]. Reactants: CC(=O)OC(C)=O, CN(C)C=O, Nc1nc(NCC2CC2)c2ncn(C3C=CC(CO)C3)c2n1, O. The product is CC(=O)OCC1C=CC(n2cnc3c(NCC4CC4)nc(N)nc32)C1. As a reaction SMILES: [CH3:23][C:24](=[O:25])[O:26][C:27](=[O:28])[CH3:29].[CH3:31][N:32]([CH3:33])[CH:34]=[O:35].[NH2:1][c:2]1[n:3][c:4]([NH:18][CH2:19][CH:20]2[CH2:21][CH2:22]2)[c:5]2[n:6][cH:7][n:8]([CH:11]3[CH:12]=[CH:13][CH:14]([CH2:16][OH:17])[CH2:15]3)[c:9]2[n:10]1.[OH2:30]>>[NH2:1][c:2]1[n:3][c:4]([NH:18][CH2:19][CH:20]2[CH2:21][CH2:22]2)[c:5]2[n:6][cH:7][n:8]([CH:11]3[CH:12]=[CH:13][CH:14]([CH2:16][O:17][C:24]([CH3:23])=[O:25])[CH2:15]3)[c:9]2[n:10]1. Starting materials: C1CCC(CC1)N=C=NC2CCCCC2 (DCC), C(#N)C1(CCC(CC1)C1=CC=C(C=C1)C1=CC=C(C=C1)O)CC(CC)C (p-[p-(4-cyano-4-(2-methylbutyl)-cyclohexyl)-phenyl]-phenol), CCOCC (ether), r-1-cyano-cis-4-(4'-propyloxybiphenyl-4-yl)-1-(2-methylbutyl)-cyclohexane, potassium tert.-butylate, ClC(C(=O)O)C(C)C (2-chloro-3-methyl-butyric acid). Reagents/catalysts: CN(C)C=1C=CN=CC1 (DMAP). The solvent is C(Cl)Cl (CH2Cl2), C(Cl)Cl (CH2Cl2), CN1CCCC1=O (NMP). Conditions: time 12 hour. The product is ClC(C(=O)OC1=CC=C(C=C1)C1=CC=C(C=C1)C1CCC(CC1)(CC(CC)C)C#N)C(C)C (4'-(4-cyano-4-(2-methylbutyl)-cyclohexyl)-biphenyl-4-yl 2-chloro-3-methyl-butyrate). As a reaction SMILES: [C:1]([C:3]1([CH2:22][CH:23]([CH3:26])[CH2:24][CH3:25])[CH2:8][CH2:7][CH:6]([C:9]2[CH:14]=[CH:13][C:12]([C:15]3[CH:20]=[CH:19][C:18]([OH:21])=[CH:17][CH:16]=3)=[CH:11][CH:10]=2)[CH2:5][CH2:4]1)#[N:2].CCOCC.[Cl:32][CH:33]([CH:37]([CH3:39])[CH3:38])[C:34](O)=[O:35].C1CCC(N=C=NC2CCCCC2)CC1>CN1C(=O)CCC1.CN(C1C=CN=CC=1)C.C(Cl)Cl>[Cl:32][CH:33]([CH:37]([CH3:39])[CH3:38])[C:34]([O:21][C:18]1[CH:19]=[CH:20][C:15]([C:12]2[CH:13]=[CH:14][C:9]([CH:6]3[CH2:7][CH2:8][C:3]([C:1]#[N:2])([CH2:22][CH:23]([CH3:26])[CH2:24][CH3:25])[CH2:4][CH2:5]3)=[CH:10][CH:11]=2)=[CH:16][CH:17]=1)=[O:35]. Procedure: A mixture of 5.3 g of p-[p-(4-cyano-4-(2-methylbutyl)-cyclohexyl)-phenyl]-phenol (obtainable by alkaline ether cleavage from r-1-cyano-cis-4-(4'-propyloxybiphenyl-4-yl)-1-(2-methylbutyl)-cyclohexane with potassium tert.-butylate in NMP at 180°), 1.9 g of optically active 2-chloro-3-methyl-butyric acid and 170 g of DMAP are suspended in 40 ml of CH2Cl2. 3.1 g of DCC in 5 ml of CH2Cl2 are then added dropwise and the mixture is stirred at room temperature for 12 hours. After removal of the dicycloh... Starting materials: CC(CC(=O)O)C(=O)c1ccc(Br)cc1, O, O=[N+]([O-])O. Yields the product CC(CC(=O)O)C(=O)c1ccc(Br)c([N+](=O)[O-])c1. RXN SMILES: [Br:5][c:6]1[cH:7][cH:8][c:9]([C:10](=[O:11])[CH:12]([CH2:13][C:14](=[O:15])[OH:16])[CH3:17])[cH:18][cH:19]1.[OH2:20].[OH:1][N+:2]([O-:3])=[O:4]>>[O-:1][N+:2](=[O:4])[c:19]1[c:6]([Br:5])[cH:7][cH:8][c:9]([C:10](=[O:11])[CH:12]([CH2:13][C:14](=[O:15])[OH:16])[CH3:17])[cH:18]1. The reactants are BrCC1=NC(=CC=C1)C (2-bromomethyl-6-methyl-pyridine), [H-].[Na+] (sodium hydride), CC1=NC=CC(=C1)C(=O)C1=CNC2=CC=CC=C2C1=O (3-(2-methyl-pyridine-4-carbonyl)-1H-quinolin-4-one). Run in CN(C=O)C (dimethylformamide). Yields the product CC1=NC=CC(=C1)C(=O)C1=CN(C2=CC=CC=C2C1=O)CC1=NC(=CC=C1)C (3-(2-Methyl-pyridine-4-carbonyl)-1-(6-methyl-pyridin-2-ylmethyl)-1H-quinolin-4-one), colorless solid. RXN SMILES: [H-].[Na+].[CH3:3][C:4]1[CH:9]=[C:8]([C:10]([C:12]2[C:21](=[O:22])[C:20]3[C:15](=[CH:16][CH:17]=[CH:18][CH:19]=3)[NH:14][CH:13]=2)=[O:11])[CH:7]=[CH:6][N:5]=1.Br[CH2:24][C:25]1[CH:30]=[CH:29][CH:28]=[C:27]([CH3:31])[N:26]=1>CN(C)C=O>[CH3:3][C:4]1[CH:9]=[C:8]([C:10]([C:12]2[C:21](=[O:22])[C:20]3[C:15](=[CH:16][CH:17]=[CH:18][CH:19]=3)[N:14]([CH2:24][C:25]3[CH:30]=[CH:29][CH:28]=[C:27]([CH3:31])[N:26]=3)[CH:13]=2)=[O:11])[CH:7]=[CH:6][N:5]=1 |f:0.1|. Procedure details: Compound 4ff was prepared following the procedure outlined in Step 3 of Example 1 using 10.4 mg (0.26 mmol) of sodium hydride (60%), 53 mg (0.20 mmol) of 3-(2-methyl-pyridine-4-carbonyl)-1H-quinolin-4-one 3h, 3 mL of anhydrous dimethylformamide, and 48.7 mg (0.26 mmol) of 2-bromomethyl-6-methyl-pyridine. The crude product was purified by preparative HPLC to yield 15 mg of colorless solid 4ff: LC-MSD, m/z for C23H19N3O2, [M+H]+=370.5, [M+2H]+=371.5; Reverse phase HPLC (gradient acetonitrile 0.1% ... Reactants: ClC1=CC(=C(NC)C=C1N1CCOCC1)[N+](=O)[O-] (4-chloro-5-morpholin-4-yl-2-nitro-N-methyl-aniline), C1CCOC1 (THF). Reagents/catalysts: [Pt] (Pt/C). The solvent is CO (MeOH). Product: ClC=1C(=CC(=C(N)C1)NC)N1CCOCC1 (5-Chloro-2-methylamino-4-morpholin-4-yl-aniline). RXN SMILES: [Cl:1][C:2]1[C:9]([N:10]2[CH2:15][CH2:14][O:13][CH2:12][CH2:11]2)=[CH:8][C:5]([NH:6][CH3:7])=[C:4]([N+:16]([O-])=O)[CH:3]=1.C1COCC1>[Pt].CO>[Cl:1][C:2]1[C:9]([N:10]2[CH2:15][CH2:14][O:13][CH2:12][CH2:11]2)=[CH:8][C:5]([NH:6][CH3:7])=[C:4]([CH:3]=1)[NH2:16]. Reported procedure: The sub-title compound was prepared from (4-chloro-5-morpholin-4-yl-2-nitro-N-methyl-aniline (260 mg, 1.0 mmol), THF (6 mL), MeOH (6 mL) and Pt/C (50 mg) in analogy to example 1 step (f).